From a dataset of the Open Reaction Database (ORD), a public repository of structured organic reaction records. describe an organic reaction: reactants, conditions, products, and yield The reactants are FC1=C(C=CC(=C1)F)C(CC1=CC=C(C=C1)SC)=O (1-(2,4-Difluorophenyl)-2-(4-methylthiophenyl)ethanone), solution, BrBr (bromine). Solvent: C(C)(=O)O (acetic acid), Br (HBr), C(C)(=O)O (acetic acid), C(C)(=O)O (acetic acid). Conditions: time 1 hour. Product: FC1=C(C=CC(=C1)F)C(C(C1=CC=C(C=C1)SC)Br)=O (1-(2,4-Difluorophenyl)-2-bromo-2-(4-methylthiophenyl)ethanone). The yield is 90.0%. RXN SMILES: [F:1][C:2]1[CH:7]=[C:6]([F:8])[CH:5]=[CH:4][C:3]=1[C:9](=[O:19])[CH2:10][C:11]1[CH:16]=[CH:15][C:14]([S:17][CH3:18])=[CH:13][CH:12]=1.[Br:20]Br>C(O)(=O)C.Br>[F:1][C:2]1[CH:7]=[C:6]([F:8])[CH:5]=[CH:4][C:3]=1[C:9](=[O:19])[CH:10]([Br:20])[C:11]1[CH:16]=[CH:15][C:14]([S:17][CH3:18])=[CH:13][CH:12]=1. Reported procedure: A solution of the ketone intermediate from Step 2 (2.05 g, 7.4 mmol) in acetic acid (30 mL) and 33% HBr in acetic acid (0.5 mL) was treated with a 0.99M solution of bromine in acetic acid (7.6 mL, 7.5 mmol) and stirred at room temperature for 1 hour. The solution was concentrated in vacuo and the residue was taken up in dichloromethane, washed with 1N NaHSO3, brine, dried over anhydrous MgSO4, filtered, and concentrated in vacuo to give a brown solid (2.39 g, 90%) that was unstable and used dire... The reactants are CCOCCn1c(NC2CCNCC2)nc2ccccc21, COc1cc(CN2CCC(CCCOS(C)(=O)=O)(Cc3ccc(F)cc3)C2=O)cc(OC)c1OC, CC#N, CCOC(C)=O, CCN(C(C)C)C(C)C, ClCCl. Product: CCOCCn1c(NC2CCN(CCCC3(Cc4ccc(F)cc4)CCN(Cc4cc(OC)c(OC)c(OC)c4)C3=O)CC2)nc2ccccc21. Reaction SMILES: [CH2:36]([CH3:37])[O:38][CH2:39][CH2:40][n:41]1[c:42]([NH:50][CH:51]2[CH2:52][CH2:53][NH:54][CH2:55][CH2:56]2)[n:43][c:44]2[c:45]1[cH:46][cH:47][cH:48][cH:49]2.[CH3:1][O:2][c:3]1[cH:4][c:5]([CH2:6][N:7]2[C:8](=[O:28])[C:9]([CH2:12][CH2:13][CH2:14][O:15][S:16]([CH3:17])(=[O:18])=[O:19])([CH2:20][c:21]3[cH:22][cH:23][c:24]([F:27])[cH:25][cH:26]3)[CH2:10][CH2:11]2)[cH:29][c:30]([O:34][CH3:35])[c:31]1[O:32][CH3:33].[CH3:69][C:70]#[N:71].[CH3:72][CH2:73][O:74][C:75](=[O:76])[CH3:77].[CH:57]([N:58]([CH2:59][CH3:60])[CH:61]([CH3:62])[CH3:63])([CH3:64])[CH3:65].[Cl:66][CH2:67][Cl:68]>>[CH3:1][O:2][c:3]1[cH:4][c:5]([CH2:6][N:7]2[C:8](=[O:28])[C:9]([CH2:12][CH2:13][CH2:14][N:54]3[CH2:53][CH2:52][CH:51]([NH:50][c:42]4[n:41]([CH2:40][CH2:39][O:38][CH2:36][CH3:37])[c:45]5[c:44]([n:43]4)[cH:49][cH:48][cH:47][cH:46]5)[CH2:56][CH2:55]3)([CH2:20][c:21]3[cH:22][cH:23][c:24]([F:27])[cH:25][cH:26]3)[CH2:10][CH2:11]2)[cH:29][c:30]([O:34][CH3:35])[c:31]1[O:32][CH3:33].